Dataset: the Open Reaction Database (ORD), a public repository of structured organic reaction records. Task: describe an organic reaction: reactants, conditions, products, and yield The reactants are CCOC(=O)N1CCC(C#N)CC1, CCO, C[O-], Cl, NO, [Na+], O. The product is CCOC(=O)N1CCC(C(N)=NO)CC1. RXN SMILES: [C:7](#[N:8])[CH:9]1[CH2:10][CH2:11][N:12]([C:15](=[O:16])[O:17][CH2:18][CH3:19])[CH2:13][CH2:14]1.[CH3:1][CH2:2][OH:3].[CH3:20][O-:21].[ClH:4].[NH2:5][OH:6].[Na+:22].[OH2:23]>>[N:5]([OH:6])=[C:7]([NH2:8])[CH:9]1[CH2:10][CH2:11][N:12]([C:15](=[O:16])[O:17][CH2:18][CH3:19])[CH2:13][CH2:14]1. Reactants: Nc1ccc(Br)cc1[N+](=O)[O-], CO, Cl. The product is Nc1ccc(Br)cc1N. Reaction SMILES: [Br:1][c:2]1[cH:3][c:4]([N+:9]([O-:10])=[O:11])[c:5]([NH2:6])[cH:7][cH:8]1.[CH3:13][OH:14].[ClH:12]>>[Br:1][c:2]1[cH:3][c:4]([NH2:9])[c:5]([NH2:6])[cH:7][cH:8]1. The reactants are NC12C3=CC=CC=C3C(C=3C=CC(=CC13)Cl)CC2O ((9RS,10RS,12RS)-9-Amino-2-chloro-12-hydroxy-9,10-dihydro-9,10-ethanoanthracene), NO (amino alcohol), N(=O)[O-] (nitrite), N(=O)[O-].[Na+] (sodium nitrite), Example 1i, aldehyde. The solvent is C(C)(=O)OCC (ethyl acetate), O (water), O (water), C(C)(=O)O (acetic acid). Conditions: temperature 10 celsius, time 4 hour. Product: ClC1=CC=2C3(C4=CC=CC=C4C(C2C=C1)C3)C=O ((9RS,10RS)-2-Chloro-9,10-dihydro-9,10-methanoanthracene-9-carboxaldehyde). Isolated yield 53.6%. Reaction SMILES: N[C:2]12[CH:18]([OH:19])[CH2:17][CH:9]([C:10]3[CH:11]=[CH:12][C:13]([Cl:16])=[CH:14][C:15]=31)[C:8]1[C:3]2=[CH:4][CH:5]=[CH:6][CH:7]=1.N([O-])=O.[Na+].N([O-])=O.NO>C(O)(=O)C.O.C(OCC)(=O)C>[Cl:16][C:13]1[CH:12]=[CH:11][C:10]2[CH:9]3[CH2:17][C:2]([CH:18]=[O:19])([C:3]4[C:8]3=[CH:7][CH:6]=[CH:5][CH:4]=4)[C:15]=2[CH:14]=1 |f:1.2|. Procedure: (9RS,10RS,12RS)-9-Amino-2-chloro-12-hydroxy-9,10-dihydro-9,10-ethanoanthracene prepared as in Example 1i (445.5 g, 1.64 moles) was dissolved in glacial acetic acid (4.0 L), and the resulting solution cooled to 10° C. A solution of sodium nitrite (340.0 g, 4.93 moles) in water (1.4 L) was added to the reaction mixture over a period of 1.75 h. The temperature of the mixture was maintained at 10° C. during the addition of the nitrite, and for 4 h thereafter. The mixture was then stirred overnight a...